From a dataset of the Open Reaction Database (ORD), a public repository of structured organic reaction records. describe an organic reaction: reactants, conditions, products, and yield The reactants are CC1=CC=C(C=C1)C1=CC(=CC=C1)C(=O)OC (Methyl 4'-methylbiphenyl-3-carboxylate), BrN1C(CCC1=O)=O (N-bromosuccinimide). The reagents and catalysts are N(=NC(C#N)(C)C)C(C#N)(C)C (azo(bisisobutyronitrile)). Solvent: C(Cl)(Cl)(Cl)Cl (carbon tetrachloride). Product: BrCC1=CC=C(C=C1)C1=CC(=CC=C1)C(=O)OC (methyl 4'-bromomethylbiphenyl-3-carboxylate). Yield: 100.4%. RXN SMILES: [CH3:1][C:2]1[CH:7]=[CH:6][C:5]([C:8]2[CH:13]=[CH:12][CH:11]=[C:10]([C:14]([O:16][CH3:17])=[O:15])[CH:9]=2)=[CH:4][CH:3]=1.[Br:18]N1C(=O)CCC1=O>N(C(C)(C)C#N)=NC(C)(C)C#N.C(Cl)(Cl)(Cl)Cl>[Br:18][CH2:1][C:2]1[CH:7]=[CH:6][C:5]([C:8]2[CH:13]=[CH:12][CH:11]=[C:10]([C:14]([O:16][CH3:17])=[O:15])[CH:9]=2)=[CH:4][CH:3]=1. Reported procedure: A solution of 7.31 g of Methyl 4'-methylbiphenyl-3-carboxylate, 5.75 g of N-bromosuccinimide, 0.125 g of azo(bisisobutyronitrile), and 500 mL of carbon tetrachloride was refluxed for 3 hours. After cooling to room temperature the resulting suspension was filtered and then concentrated in vacuo to provide 9.90 g of crude methyl 4'-bromomethylbiphenyl-3-carboxylate which was used in a subsequent reaction without further purification; NMR (200 MHz, CDCl3): δ8.28 (s, 1H); 8.05 (d, 1H); 7.79 (d, 1H);...